Dataset: the Open Reaction Database (ORD), a public repository of structured organic reaction records. Task: describe an organic reaction: reactants, conditions, products, and yield Starting materials: C1(=CC=CC=C1)C=1N=NC=C2C1NC(C=C2)=O (8-Phenyl-1H-pyrido[2,3-d]pyridazin-2-one), BrBr (bromine), BrBr (bromine). Solvent: C(C)(=O)O (acetic acid). Yields the product CCCC(C)C (isohexane), BrC1=CC=2C(=C(N=NC2)C2=CC=CC=C2)NC1=O (3-bromo-8-phenyl-1H-pyrido[2,3-d]pyridazin-2-one). Reaction SMILES: [C:1]1([C:7]2[N:8]=[N:9][CH:10]=[C:11]3[CH:16]=[CH:15][C:14](=[O:17])[NH:13][C:12]=23)[CH:6]=[CH:5][CH:4]=[CH:3][CH:2]=1.[Br:18]Br>C(O)(=O)C>[CH3:4][CH2:3][CH2:2][CH:1]([CH3:7])[CH3:6].[Br:18][C:15]1[C:14](=[O:17])[NH:13][C:12]2=[C:7]([C:1]3[CH:2]=[CH:3][CH:4]=[CH:5][CH:6]=3)[N:8]=[N:9][CH:10]=[C:11]2[CH:16]=1. Reported procedure: 8-Phenyl-1H-pyrido[2,3-d]pyridazin-2-one (46 mg) and bromine (0.11 ml) were stirred together in acetic acid (3 ml) at 90° C. for 7 days, adding a fresh aliquot of bromine (0.11 ml) every 24 h. The mixture was allowed to cool to room temperature, precipitating a solid. This was separated by filtration and purified by flash chromatography on silica gel, eluting with 1:1 ethyl acetate:isohexane, then 100% ethyl acetate, yielding 3-bromo-8-phenyl-1H-pyrido[2,3-d]pyridazin-2-one as a pale yellow soli... The reactants are CC#CCn1c(N2CCCC(NC(=O)OC(C)(C)C)C2)nc2c1c(=O)n(CC(=O)OC)c(=O)n2C, CO, [K+], C1CCOC1, [OH-]. Product: CC#CCn1c(N2CCCC(NC(=O)OC(C)(C)C)C2)nc2c1c(=O)n(CC(=O)O)c(=O)n2C. As a reaction SMILES: [CH3:1][O:2][C:3](=[O:4])[CH2:5][n:6]1[c:7](=[O:8])[n:9]([CH3:35])[c:10]2[n:11][c:12]([N:21]3[CH2:22][CH:23]([NH:27][C:28](=[O:29])[O:30][C:31]([CH3:32])([CH3:33])[CH3:34])[CH2:24][CH2:25][CH2:26]3)[n:13]([CH2:17][C:18]#[C:19][CH3:20])[c:14]2[c:15]1=[O:16].[CH3:43][OH:44].[K+:37].[O:38]1[CH2:39][CH2:40][CH2:41][CH2:42]1.[OH-:36]>>[O:2]=[C:3]([OH:4])[CH2:5][n:6]1[c:7](=[O:8])[n:9]([CH3:35])[c:10]2[n:11][c:12]([N:21]3[CH2:22][CH:23]([NH:27][C:28](=[O:29])[O:30][C:31]([CH3:32])([CH3:33])[CH3:34])[CH2:24][CH2:25][CH2:26]3)[n:13]([CH2:17][C:18]#[C:19][CH3:20])[c:14]2[c:15]1=[O:16].